From a dataset of the Open Reaction Database (ORD), a public repository of structured organic reaction records. describe an organic reaction: reactants, conditions, products, and yield The reactants are C(Cl)(Cl)Cl (CHCl3), C(Cl)(Cl)Cl (CHCl3), C(N)(OC(C)(C)C)=O (carbamic acid, 1,1-dimethylethyl ester), C(N)(OC(C)(C)C)=O (carbamic acid, 1,1-dimethylethyl ester), CC(C)(OC(=O)NC(C(CNCC(C(CC1=CC=CC=C1)NC(OC(C)(C)C)=O)O)O)CC1=CC=C(C=C1)OCCN1CCOCC1)C ([3-[[3-[[(1,1-Dimethylethoxy)carbonyl]amino]-2-hydroxy-4-(4-[2-(4-morpholinyl)ethoxy]phenyl]butyl]amino]-2-hydroxy-1-(phenylmethyl)propyl]carbamic acid, 1,1-dimethylethyl ester). Run in CO (MeOH). Product: [NH4+].[OH-] (NH4OH), CC(C)(OC(=O)NC(C(CNCC(C(CC1=CC=CC=C1)NC(OC(C)(C)C)=O)O)O)CC1=CC=C(C=C1)OCCN1CCOCC1)C ([3-[[3-[[(1,1-Dimethylethoxy)carbonyl]amino]-2-hydroxy-4-(4-[2-(4-morpholinyl)ethoxy]phenyl]butyl]amino]-2-hydroxy-1-(phenylmethyl)propyl]carbamic acid, 1,1-dimethylethyl ester). As a reaction SMILES: C(=O)([O:3]C(C)(C)C)[NH2:2].[CH3:9][C:10]([CH3:56])([O:12][C:13]([NH:15][CH:16]([CH2:40][C:41]1[CH:46]=[CH:45][C:44]([O:47][CH2:48][CH2:49][N:50]2[CH2:55][CH2:54][O:53][CH2:52][CH2:51]2)=[CH:43][CH:42]=1)[CH:17]([OH:39])[CH2:18][NH:19][CH2:20][CH:21]([OH:38])[CH:22]([NH:30][C:31](=[O:37])[O:32][C:33]([CH3:36])([CH3:35])[CH3:34])[CH2:23][C:24]1[CH:29]=[CH:28][CH:27]=[CH:26][CH:25]=1)=[O:14])[CH3:11].C(Cl)(Cl)Cl>CO>[NH4+:2].[OH-:3].[CH3:11][C:10]([CH3:56])([O:12][C:13]([NH:15][CH:16]([CH2:40][C:41]1[CH:42]=[CH:43][C:44]([O:47][CH2:48][CH2:49][N:50]2[CH2:51][CH2:52][O:53][CH2:54][CH2:55]2)=[CH:45][CH:46]=1)[CH:17]([OH:39])[CH2:18][NH:19][CH2:20][CH:21]([OH:38])[CH:22]([NH:30][C:31](=[O:37])[O:32][C:33]([CH3:34])([CH3:35])[CH3:36])[CH2:23][C:24]1[CH:25]=[CH:26][CH:27]=[CH:28][CH:29]=1)=[O:14])[CH3:9] |f:4.5|. Reported procedure: Alternatively, Compound 175e was prepared as follows. Compound 174 was converted to the title Compound 175e by a procedure analogous to that used for the synthesis of Compound 21. Flash chromatography (100% CHCl3 to CHCl3 --MeOH--NH4OH: 0:4.5:0.5) on a silica gel column gave Compound 175e as a white solid which was lyophilized from 1,4-dioxane to give a white lyophilate.